This data is from the Open Reaction Database (ORD), a public repository of structured organic reaction records. The task is: describe an organic reaction: reactants, conditions, products, and yield Reactants: C1(=CC=CC=C1)C (toluene), N1CCCCC1 (piperidine), C1(=CC=CC=C1)C=1C=C(C=CC1OC)C=1C=C2C=CC(=CC2=CC1)C=O (6-[3-phenyl-4-methoxyphenyl]-2-naphthaldehyde), S1C(NC(C1)=O)=O (2,4-thiazolidinedione). Solvent: C(C)(=O)O (acetic acid). Run at time 3 hour. Product: C1(=CC=CC=C1)C=1C=C(C=CC1OC)C=1C=C2C=CC(=CC2=CC1)N1C(SC(C1=O)=C)=O (6-(3-phenyl-4-methoxyphenyl)-naphthalen-2-yl-methylene-2,4-thiazolidinedione). Isolated yield 14.0%. Reaction SMILES: [C:1]1(C)C=CC=CC=1.N1CCCCC1.[C:14]1([C:20]2[CH:21]=[C:22]([C:28]3[CH:29]=[C:30]4[C:35](=[CH:36][CH:37]=3)[CH:34]=[C:33](C=O)[CH:32]=[CH:31]4)[CH:23]=[CH:24][C:25]=2[O:26][CH3:27])[CH:19]=[CH:18][CH:17]=[CH:16][CH:15]=1.[S:40]1[CH2:44][C:43](=[O:45])[NH:42][C:41]1=[O:46]>C(O)(=O)C>[C:14]1([C:20]2[CH:21]=[C:22]([C:28]3[CH:29]=[C:30]4[C:35](=[CH:36][CH:37]=3)[CH:34]=[C:33]([N:42]3[C:43](=[O:45])[C:44](=[CH2:1])[S:40][C:41]3=[O:46])[CH:32]=[CH:31]4)[CH:23]=[CH:24][C:25]=2[O:26][CH3:27])[CH:15]=[CH:16][CH:17]=[CH:18][CH:19]=1. Procedure details: A mixture of toluene (2.5 mL), piperidine (0.003 mL), acetic acid (0.004 mL), 6-[3-phenyl-4-methoxyphenyl]-2-naphthaldehyde (0.124 g, 0.37 mmol) and 2,4-thiazolidinedione (0.043 mg, 0.37 mmol) was heated at reflux for 20 hours under an argon atmosphere. The resulting suspension was filtered and the solid was stirred at room temperature in EtOH. After 3 hours, the solid was filtered and dried under high vacuum to afford 0.023 g (14%) of 6-(3-phenyl-4-methoxyphenyl)-naphthalen-2-yl-methylene-2,4-t...